Dataset: the Open Reaction Database (ORD), a public repository of structured organic reaction records. Task: describe an organic reaction: reactants, conditions, products, and yield Reactants: C(=O)(O)[O-].[Na+] (NaHCO3), O1CCOC=2C=NC(=CC21)CN(C(OC(C)(C)C)=O)C2CCN(CC2)CCN2C1=C(N=CC2=O)C=CC(=N1)OC (1,1-dimethylethyl (2,3-dihydro[1,4]dioxino[2,3-c]pyridin-7-ylmethyl)(1-{2-[6-(methyloxy)-3-oxopyrido[2,3-b]pyrazin-4(3H)-yl]ethyl}-4-piperidinyl)carbamate), Cl (HCl). The yield is 23.0%. The product is Cl.O1CCOC=2C=NC(=CC21)CNC2CCN(CC2)CCN2C1=C(N=CC2=O)N=CC(=C1)OC (1-(2-{4-[(2,3-dihydro[1,4]dioxino[2,3-c]pyridin-7-ylmethyl)amino]-1-piperidinyl}ethyl)-7-(methyloxy)pyrido[2,3-b]pyrazin-2(1H)-one Hydrochloride). Reported procedure: A solution of 1,1-dimethylethyl (2,3-dihydro[1,4]dioxino[2,3-c]pyridin-7-ylmethyl)(1-{2-[6-(methyloxy)-3-oxopyrido[2,3-b]pyrazin-4(3H)-yl]ethyl}-4-piperidinyl)carbamate (1.408 g, 2.551 mmol) in chloroform (20 ml) and MeOH (5 ml) was added 4M HCl in 1,4-dioxane (10 ml) and the reaction was stirred at rt for 0.5 h before evaporation, treatment with sat. aq NaHCO3 (50 ml). The reaction was then extracted with 20% MeOH in DCM (3×100 ml). The combined organic phases were dried, evaporated and the cru... The solvent is C(Cl)(Cl)Cl (chloroform), CO (MeOH), O1CCOCC1 (1,4-dioxane). RXN SMILES: [O:1]1[C:10]2[CH:9]=[C:8]([CH2:11][N:12]([CH:20]3[CH2:25][CH2:24][N:23]([CH2:26][CH2:27][N:28]4[C:33](=[O:34])[CH:32]=[N:31]C5C=CC(OC)=NC4=5)[CH2:22][CH2:21]3)C(=O)OC(C)(C)C)[N:7]=[CH:6][C:5]=2[O:4][CH2:3][CH2:2]1.[ClH:41].[C:42]([O-:45])(O)=O.[Na+]>C(Cl)(Cl)Cl.CO.O1CCOCC1>[ClH:41].[O:1]1[C:10]2[CH:9]=[C:8]([CH2:11][NH:12][CH:20]3[CH2:21][CH2:22][N:23]([CH2:26][CH2:27][N:28]4[C:33](=[O:34])[CH:32]=[N:31][C:6]5[N:7]=[CH:8][C:9]([O:45][CH3:42])=[CH:10][C:5]4=5)[CH2:24][CH2:25]3)[N:7]=[CH:6][C:5]=2[O:4][CH2:3][CH2:2]1 |f:2.3,7.8|. Reactants: aqueous solution, N1CCCC1 (pyrrolidine), [C-]#N.[Na+] (sodium cyanide), Cl (hydrochloric acid), O(C1=CC=CC=C1)C=1C=C(C=O)C=CC1 (3-Phenoxybenzaldehyde). Run in ClCCl (dichloromethane), O (water). Reaction conditions: time 1 hour. Product: N1(CCCC1)C(C#N)C1=CC(=CC=C1)OC1=CC=CC=C1 (α-(1-Pyrrolidinyl)-3-phenoxybenzeneacetonitrile). The yield is 89.8%. RXN SMILES: [NH:1]1[CH2:5][CH2:4][CH2:3][CH2:2]1.Cl.[O:7]([C:14]1[CH:15]=[C:16]([CH:19]=[CH:20][CH:21]=1)[CH:17]=O)[C:8]1[CH:13]=[CH:12][CH:11]=[CH:10][CH:9]=1.[C-:22]#[N:23].[Na+]>O.ClCCl>[N:1]1([CH:17]([C:16]2[CH:19]=[CH:20][CH:21]=[C:14]([O:7][C:8]3[CH:13]=[CH:12][CH:11]=[CH:10][CH:9]=3)[CH:15]=2)[C:22]#[N:23])[CH2:5][CH2:4][CH2:3][CH2:2]1 |f:3.4|. Procedure details: A solution of pyrrolidine (2.13 g, 30 mmole) in water (10 ml) was neutralised with concentrated hydrochloric acid. 3-Phenoxybenzaldehyde (3.96 g; 20 mmole) was added to the stirred solution followed by sodium cyanide (1.5 g; 30 mmole) and "Teric" N8 (5 drops of a 10% aqueous solution). The mixture was stirred vigorously for a period of 1 hour and then dichloromethane (50 ml) was added. The organic phase was separated, washed with water and dried over anhydrous sodium sulfate. The solvent was rem... Reactants: ICCC(F)(F)F (3-iodo-1,1,1-trifluoropropane), BrBr (bromine). Product: BrCCC(F)(F)F (3-bromo-1,1,1-trifluoropropane), BrC(CC(F)(F)F)I (3-bromo-1,1,1-trifluoro-3-iodopropane). Reaction SMILES: [I:1][CH2:2][CH2:3][C:4]([F:7])([F:6])[F:5].[Br:8]Br>>[Br:8][CH2:2][CH2:3][C:4]([F:7])([F:6])[F:5].[Br:8][CH:2]([I:1])[CH2:3][C:4]([F:7])([F:6])[F:5]. Procedure details: Reaction of 3-iodo-1,1,1-trifluoropropane (CF3CH2CH2I) with bromine has been reported to produce 3-bromo-1,1,1-trifluoropropane, 3,3-dibrom-1,1,1-trifluoropropane and 3-bromo-1,1,1-trifluoro-3-iodopropane in yields of 13%, 26%, and 14%, respectively (J. Chem. Soc., 1951, 2495). Treatment of 3-iodo-1,1,1-trifluoropropane with bromine under ultraviolet irradiation also is known to produce 3-bromo-1,1,1-trifluoropropane (J. Chem. Soc., 1953, 1199). Solvent: C(C)N(CC)CC (triethylamine), C1(=CC=CC=C1)C (toluene), C(Cl)Cl (methylene chloride). Yield: 59.0%. Procedure details: 4-[(6,7-Dimethoxy-4-quinolyl)oxy]-2,5-dimethylaniline (50 mg) was added to toluene (5 ml), and triethylamine (0.5 ml), and the mixture was heated under reflux to prepare a solution. A solution of triphosgene (68 mg) in methylene chloride was then added thereto, and the mixture was heated under reflux for 10 min. Next, 2-(hydroxymethyl)-1,3-isoindolinedione (41 mg) was added thereto, and the mixture was further stirred with heating under reflux for 3 hr. A saturated aqueous sodium bicarbonate sol... Reactants: COC=1C=C2C(=CC=NC2=CC1OC)OC1=CC(=C(N)C=C1C)C (4-[(6,7-Dimethoxy-4-quinolyl)oxy]-2,5-dimethylaniline), ClC(Cl)(OC(OC(Cl)(Cl)Cl)=O)Cl (triphosgene), C([O-])(O)=O.[Na+] (sodium bicarbonate), OCN1C(C2=CC=CC=C2C1=O)=O (2-(hydroxymethyl)-1,3-isoindolinedione). Reaction SMILES: [CH3:1][O:2][C:3]1[CH:4]=[C:5]2[C:10](=[CH:11][C:12]=1[O:13][CH3:14])[N:9]=[CH:8][CH:7]=[C:6]2[O:15][C:16]1[C:22]([CH3:23])=[CH:21][C:19]([NH2:20])=[C:18]([CH3:24])[CH:17]=1.ClC(Cl)(O[C:29](=[O:35])[O:30][C:31](Cl)(Cl)Cl)Cl.OC[N:39]1[C:47](=[O:48])[C:46]2[C:41](=[CH:42][CH:43]=[CH:44][CH:45]=2)[C:40]1=[O:49].C(=O)(O)[O-].[Na+]>C(Cl)Cl.C(N(CC)CC)C.C1(C)C=CC=CC=1>[CH3:1][O:2][C:3]1[CH:4]=[C:5]2[C:10](=[CH:11][C:12]=1[O:13][CH3:14])[N:9]=[CH:8][CH:7]=[C:6]2[O:15][C:16]1[C:22]([CH3:23])=[CH:21][C:19]([NH:20][C:29](=[O:35])[O:30][CH2:31][N:39]2[C:47](=[O:48])[C:46]3[C:41](=[CH:42][CH:43]=[CH:44][CH:45]=3)[C:40]2=[O:49])=[C:18]([CH3:24])[CH:17]=1 |f:3.4|. Yields the product COC=1C=C2C(=CC=NC2=CC1OC)OC1=CC(=C(C=C1C)NC(OCN1C(C2=CC=CC=C2C1=O)=O)=O)C ((1,3-Dioxo-2,3-dihydro-1H-2-isoindolyl)methyl N-{4-[(6,7-dimethoxy-4-quinolyl)oxy]-2,5-dimethylphenyl}carbamate). Starting materials: OC1=NN2C(N=CC3=C2N=CC=C3)=C1 (hydroxypyrazolo[1,5-a]pyrido[3,2-e]pyrimidine), P(=O)(Cl)(Cl)Cl (phosphorus oxychloride). Product: ClC1=NC=2N(C3=C1C=CC=N3)N=CC2 (5-Chloropyrazolo[1,5-a]pyrido[3,2-e]pyrimidine). RXN SMILES: O[C:2]1[CH:14]=[C:5]2[N:6]=[CH:7][C:8]3[CH:13]=[CH:12][CH:11]=[N:10][C:9]=3[N:4]2[N:3]=1.P(Cl)(Cl)([Cl:17])=O>>[Cl:17][C:7]1[C:8]2[CH:13]=[CH:12][CH:11]=[N:10][C:9]=2[N:4]2[N:3]=[CH:2][CH:14]=[C:5]2[N:6]=1. Procedure: 75 g. of hydroxypyrazolo[1,5-a]pyrido[3,2-e]pyrimidine are refluxed in 200 ml. of phosphorus oxychloride for 12 hours with stirring. The excess phosphorus oxychloride is removed in vacuo and the remaining oil poured onto ice. The aqueous solution is neutralized with sodium hydroxide and evaporated in vacuo to about 100 ml. The product, 5-chloropyrazolo[1,5-a]pyrido[3,2-e]pyrimidine, crystallizes and is filtered off, yield: 60 g. (73%); m.p. 159.8° (ethyl acetate). Reactants: C1COCCN1, CCCCCOc1cc(C(=O)O)ccc1OC, CN(C)C=O, O, O=S(Cl)Cl. The product is CCCCCOc1cc(C(=O)N2CCOCC2)ccc1OC. As a reaction SMILES: [CH2:18]1[CH2:19][O:20][CH2:21][CH2:22][NH:23]1.[CH3:1][O:2][c:3]1[c:4]([O:12][CH2:13][CH2:14][CH2:15][CH2:16][CH3:17])[cH:5][c:6]([C:7](=[O:8])[OH:9])[cH:10][cH:11]1.[O:29]=[CH:30][N:31]([CH3:32])[CH3:33].[OH2:24].[S:25]([Cl:26])([Cl:27])=[O:28]>>[CH3:1][O:2][c:3]1[c:4]([O:12][CH2:13][CH2:14][CH2:15][CH2:16][CH3:17])[cH:5][c:6]([C:7](=[O:9])[N:23]2[CH2:18][CH2:19][O:20][CH2:21][CH2:22]2)[cH:10][cH:11]1. Reactants: ClC=1C=C(C=NC1N1C[C@H](N(CC1)C1=NC(=NC(=C1)C1=CC(=C(C=C1)F)Cl)N1[C@@H](CCC1)C)C)CC=O (2-(5-chloro-6-((R)-4-(6-(3-chloro-4-fluorophenyl)-2-((R)-2-methylpyrrolidin-1-yl)pyrimidin-4-yl)-3-methylpiperazin-1-yl)pyridin-3-yl)acetaldehyde), CNC (dimethylamine). Reagents/catalysts: CC(=O)O (HOAc). Run in C(Cl)Cl (DCM), ClCCCl (DCE). Run at time 8 hour. The product is ClC=1C=C(C=NC1N1C[C@H](N(CC1)C1=NC(=NC(=C1)C1=CC(=C(C=C1)F)Cl)N1[C@@H](CCC1)C)C)CCN(C)C (2-(5-chloro-6-((R)-4-(6-(3-chloro-4-fluorophenyl)-2-((R)-2-methylpyrrolidin-1-yl)pyrimidin-4-yl)-3-methylpiperazin-1-yl)pyridin-3-yl)-N,N-dimethylethanamine). Reaction SMILES: [Cl:1][C:2]1[CH:3]=[C:4]([CH2:35][CH:36]=O)[CH:5]=[N:6][C:7]=1[N:8]1[CH2:13][CH2:12][N:11]([C:14]2[CH:19]=[C:18]([C:20]3[CH:25]=[CH:24][C:23]([F:26])=[C:22]([Cl:27])[CH:21]=3)[N:17]=[C:16]([N:28]3[CH2:32][CH2:31][CH2:30][C@H:29]3[CH3:33])[N:15]=2)[C@H:10]([CH3:34])[CH2:9]1.[CH3:38][NH:39][CH3:40]>ClCCCl.CC(O)=O.C(Cl)Cl>[Cl:1][C:2]1[CH:3]=[C:4]([CH2:35][CH2:36][N:39]([CH3:40])[CH3:38])[CH:5]=[N:6][C:7]=1[N:8]1[CH2:13][CH2:12][N:11]([C:14]2[CH:19]=[C:18]([C:20]3[CH:25]=[CH:24][C:23]([F:26])=[C:22]([Cl:27])[CH:21]=3)[N:17]=[C:16]([N:28]3[CH2:32][CH2:31][CH2:30][C@H:29]3[CH3:33])[N:15]=2)[C@H:10]([CH3:34])[CH2:9]1. Reported procedure: To a solution of 2-(5-chloro-6-((R)-4-(6-(3-chloro-4-fluorophenyl)-2-((R)-2-methylpyrrolidin-1-yl)pyrimidin-4-yl)-3-methylpiperazin-1-yl)pyridin-3-yl)acetaldehyde (64 mg, 0.118 mmol) in DCE, add dimethylamine (3.87M in THF, 40 μL) followed by 1 drop of HOAc. Stir the mixture overnight, and then dilute with DCM and wash (2×) with 10% NaOH solution. Concentrate under reduced pressure and add EtOAc, followed by a solution of HCl in ether. Concentrate and triturate the hydrochloride salt with fresh ... Yields the product N1C=C(C2=CC=CC=C12)\C=C\1/OC2=C(C1=O)C=CC(=C2CN2CCN(CC2)CCCN(C)C)O ((Z)-2-[(1H-indol-3-yl)methylene]-7-({4-[3-(dimethylamino)propyl]piperazin-1-yl}methyl)-6-hydroxybenzofuran-3(2H)-one). The solvent is C(C)O (ethanol). Procedure details: The synthesis was performed with reference to the known literature (Heterocycles, Vol. 53, p. 197, 2000). A solution of (Z)-2-[(1H-indol-3-yl)methylene]-6-hydroxybenzofuran-3(2H)-one (0.028 g, 0.10 mmol) in ethanol (2.0 mL) was added with 1-[3-(dimethylamino)propyl]piperazine (0.022 g, 0.13 mmol), and 37% aqueous formaldehyde (0.011 g, 0.13 mmol), and the mixture was stirred overnight at 80° C. in a sealed tube. The solvent was evaporated under reduced pressure, and then the residue was subjecte... RXN SMILES: [NH:1]1[C:9]2[C:4](=[CH:5][CH:6]=[CH:7][CH:8]=2)[C:3](/[CH:10]=[C:11]2\[O:12][C:13]3[CH:20]=[C:19]([OH:21])[CH:18]=[CH:17][C:14]=3[C:15]\2=[O:16])=[CH:2]1.[CH3:22][N:23]([CH3:33])[CH2:24][CH2:25][CH2:26][N:27]1[CH2:32][CH2:31][NH:30][CH2:29][CH2:28]1.[CH2:34]=O>C(O)C>[NH:1]1[C:9]2[C:4](=[CH:5][CH:6]=[CH:7][CH:8]=2)[C:3](/[CH:10]=[C:11]2\[O:12][C:13]3[C:20]([CH2:34][N:30]4[CH2:29][CH2:28][N:27]([CH2:26][CH2:25][CH2:24][N:23]([CH3:22])[CH3:33])[CH2:32][CH2:31]4)=[C:19]([OH:21])[CH:18]=[CH:17][C:14]=3[C:15]\2=[O:16])=[CH:2]1. Conditions: temperature 80 celsius, time 8 hour. The yield is 43.4%. Starting materials: N1C=C(C2=CC=CC=C12)\C=C\1/OC2=C(C1=O)C=CC(=C2)O ((Z)-2-[(1H-indol-3-yl)methylene]-6-hydroxybenzofuran-3(2H)-one), CN(CCCN1CCNCC1)C (1-[3-(dimethylamino)propyl]piperazine), C=O (formaldehyde), Heterocycles. Starting materials: COC(=O)C1CN(C1)CC1=NC2=CC=C(C=C2C(=C1)C(F)(F)F)O[C@@H]1CC[C@H](CC1)C(C)(C)C (1-[6-(trans-4-tert-Butyl-cyclohexyloxy)-4-trifluoromethyl-quinolin-2-ylmethyl]-azetidine-3-carboxylic acid methyl ester), C(C)(C)(C)[C@@H]1CC[C@H](CC1)OC1=NC2=CC=C(C=C2C=C1)C=O (2-(trans-4-tert-Butyl-cyclohexyloxy)-quinoline-6-carbaldehyde). Product: COC(=O)C1CN(C1)CC=1C=C2C=CC(=NC2=CC1)O[C@@H]1CC[C@H](CC1)C(C)(C)C (1-[2-(trans-4-tert-Butyl-cyclohexyloxy)-quinolin-6-ylmethyl]-azetidine-3-carboxylic acid methyl ester). As a reaction SMILES: [CH3:1][O:2][C:3]([CH:5]1[CH2:8][N:7]([CH2:9]C2C=C(C(F)(F)F)C3C(=CC=C(O[C@H]4CC[C@H](C(C)(C)C)CC4)C=3)N=2)[CH2:6]1)=[O:4].[C:35]([C@H:39]1[CH2:44][CH2:43][C@H:42]([O:45][C:46]2[CH:55]=[CH:54][C:53]3[C:48](=[CH:49][CH:50]=[C:51](C=O)[CH:52]=3)[N:47]=2)[CH2:41][CH2:40]1)([CH3:38])([CH3:37])[CH3:36]>>[CH3:1][O:2][C:3]([CH:5]1[CH2:8][N:7]([CH2:9][C:51]2[CH:52]=[C:53]3[C:48](=[CH:49][CH:50]=2)[N:47]=[C:46]([O:45][C@H:42]2[CH2:41][CH2:40][C@H:39]([C:35]([CH3:36])([CH3:38])[CH3:37])[CH2:44][CH2:43]2)[CH:55]=[CH:54]3)[CH2:6]1)=[O:4]. Reported procedure: Synthesized as per 1-[6-(trans-4-tert-Butyl-cyclohexyloxy)-4-trifluoromethyl-quinolin-2-ylmethyl]-azetidine-3-carboxylic acid methyl ester using 2-(trans-4-tert-Butyl-cyclohexyloxy)-quinoline-6-carbaldehyde as starting material. ESI-MS(M+H+): 411.30.